This data is from the Open Reaction Database (ORD), a public repository of structured organic reaction records. The task is: describe an organic reaction: reactants, conditions, products, and yield Procedure: 4-Diethylaminopropan-2-one prepared from acetone and diethylamine (J.C.S. 1937, 53) was reacted with cyclohexanone by the general method described in C.A. 72, 132478h to give 2-(3'-methyl-3'-oxopropyl) cyclohexanone as a colourless oil b.p. 150°/20 mm. As a reaction SMILES: C(N[CH2:4][CH3:5])C.[C:6]1(=[O:12])[CH2:11][CH2:10][CH2:9][CH2:8][CH2:7]1.[CH3:13][C:14](C)=[O:15]>>[CH3:13][C:14](=[O:15])[CH2:4][CH2:5][CH:7]1[CH2:8][CH2:9][CH2:10][CH2:11][C:6]1=[O:12]. Reactants: 4-Diethylaminopropan-2-one, C(C)NCC (diethylamine), CC(=O)C (acetone), C1(CCCCC1)=O (cyclohexanone). Yields the product 132478h, CC(CCC1C(CCCC1)=O)=O (2-(3'-methyl-3'-oxopropyl) cyclohexanone).